describe an organic reaction: reactants, conditions, products, and yield From a dataset of the Open Reaction Database (ORD), a public repository of structured organic reaction records. Reactants: ClC=1C=CC(=C(C1)C1=CC(N(C=C1OC)C(C(=O)O)CCOC)=O)OC(F)F (2-{4-[5-chloro-2-(difluoromethoxy)phenyl]-5-methoxy-2-oxopyridin-1(2H)-yl}-4-methoxybutanoic acid), NC1=CC=2C(=NC(N2)=O)C=C1 (5-aminobenzimidazolone). Product: ClC=1C=CC(=C(C1)C1=CC(N(C=C1OC)C(C(=O)NC1=CC2=C(NC(N2)=O)C=C1)CCOC)=O)OC(F)F (2-{4-[5-Chloro-2-(difluoromethoxy)phenyl]-5-methoxy-2-oxopyridin-1(2H)-yl}-4-methoxy-N-(2-oxo-2,3-dihydro-1H-benzimidazol-5-yl)butanamide). RXN SMILES: [Cl:1][C:2]1[CH:3]=[CH:4][C:5]([O:25][CH:26]([F:28])[F:27])=[C:6]([C:8]2[C:13]([O:14][CH3:15])=[CH:12][N:11]([CH:16]([CH2:20][CH2:21][O:22][CH3:23])[C:17](O)=[O:18])[C:10](=[O:24])[CH:9]=2)[CH:7]=1.[NH2:29][C:30]1[CH:39]=[CH:38][C:33]2=[N:34][C:35](=[O:37])[N:36]=[C:32]2[CH:31]=1>>[Cl:1][C:2]1[CH:3]=[CH:4][C:5]([O:25][CH:26]([F:27])[F:28])=[C:6]([C:8]2[C:13]([O:14][CH3:15])=[CH:12][N:11]([CH:16]([CH2:20][CH2:21][O:22][CH3:23])[C:17]([NH:29][C:30]3[CH:39]=[CH:38][C:33]4[NH:34][C:35](=[O:37])[NH:36][C:32]=4[CH:31]=3)=[O:18])[C:10](=[O:24])[CH:9]=2)[CH:7]=1. Procedure details: 76 mg (purity 82%, 0.15 mmol) of 2-{4-[5-chloro-2-(difluoromethoxy)phenyl]-5-methoxy-2-oxopyridin-1(2H)-yl}-4-methoxybutanoic acid (racemate) and 25 mg (0.17 μmol, 1.1 eq.) of 5-aminobenzimidazolone were reacted according to General Method 1. The crude product was purified by preparative HPLC (Reprosil C18, water/acetonitrile gradient). Yield: 37 mg (45% of theory) Starting materials: ClCC1=CC=C(C=C1)C1=NC=C2C=3N1C[C@@H](C3NC(C=C2)=O)C ((S)-1-(4-Chloromethyl-phenyl)-8-methyl-8,9-dihydro-7H-2,7,9a-triaza-benzo[cd]azulen-6-one), amine. Run in C(C)#N (acetonitrile). Yields the product C[C@H]1CN2C=3C(C=CC(NC13)=O)=CN=C2C2=CC=C(C=C2)CN2CCCC2 ((S)-8-Methyl-1-(4-pyrrolidin-1-ylmethyl-phenyl)-8,9-dihydro-7H-2,7,9a-triaza-benzo[cd]azulen-6-one). Reaction SMILES: Cl[CH2:2][C:3]1[CH:8]=[CH:7][C:6]([C:9]2[N:14]3[CH2:15][C@H:16]([CH3:23])[C:17]4[NH:18][C:19](=[O:22])[CH:20]=[CH:21][C:12]([C:13]=43)=[CH:11][N:10]=2)=[CH:5][CH:4]=1>C(#N)C>[CH3:23][C@@H:16]1[C:17]2[NH:18][C:19](=[O:22])[CH:20]=[CH:21][C:12]3=[CH:11][N:10]=[C:9]([C:6]4[CH:7]=[CH:8][C:3]([CH2:2][N:14]5[CH2:15][CH2:16][CH2:17][CH2:13]5)=[CH:4][CH:5]=4)[N:14]([C:13]=23)[CH2:15]1. Procedure: This compound was prepared from intermediate 221b and the appropriate amine using the procedure described in Example 171, with the exception of using acetonitrile as solvent. Received 50 mg (11%). Starting materials: C(C)(C)(C)OC(CCC=1C=CC=2N(C1)C(=CN2)C(=O)OCC)=O (ethyl 6-(3-tert-butoxy-3-oxopropyl)imidazo[1,2-a]pyridine-3-carboxylate), [Li+].[OH-] (LiOH), C(CC(O)(C(=O)O)CC(=O)O)(=O)O (citric acid). Solvent: C1CCOC1.CO (THF MeOH). Reaction conditions: temperature 60 celsius. Yields the product C(C)(C)(C)OC(CCC=1C=CC=2N(C1)C(=CN2)C(=O)O)=O (6-(3-(tert-butoxy)-3-oxopropyl)imidazo[1,2-a]pyridine-3-carboxylic acid). RXN SMILES: [C:1]([O:5][C:6](=[O:23])[CH2:7][CH2:8][C:9]1[CH:10]=[CH:11][C:12]2[N:13]([C:15]([C:18]([O:20]CC)=[O:19])=[CH:16][N:17]=2)[CH:14]=1)([CH3:4])([CH3:3])[CH3:2].[Li+].[OH-].C(O)(=O)CC(CC(O)=O)(C(O)=O)O>C1COCC1.CO>[C:1]([O:5][C:6](=[O:23])[CH2:7][CH2:8][C:9]1[CH:10]=[CH:11][C:12]2[N:13]([C:15]([C:18]([OH:20])=[O:19])=[CH:16][N:17]=2)[CH:14]=1)([CH3:4])([CH3:2])[CH3:3] |f:1.2,4.5|. Procedure: A stirring mixture of ethyl 6-(3-tert-butoxy-3-oxopropyl)imidazo[1,2-a]pyridine-3-carboxylate (71) (400 mg, 1.26 mmol) and 2N LiOH (1 mL) in THF:MeOH (4:1, 4 mL) was heated at 60° C. for 30 minutes. The reaction was cooled to room temperature and the pH was adjusted between 3-5 with 10% citric acid. The solvent was partially reduced. The resulting solid was collected by vacuum filtration and washed with excess water. Crude 6-(3-(tert-butoxy)-3-oxopropyl)imidazo[1,2-a]pyridine-3-carboxylic acid (... The reactants are ICl (iodine monochloride), FC(OC1=CC=C(N)C=C1)F (4-(difluoromethoxy)aniline), O (water). Run in CC(=O)O (AcOH), CC(=O)O (AcOH). Run at temperature 85 celsius, time 1.5 hour. Yields the product IC1=C(N)C=CC(=C1)OC(F)F (2-Iodo-4-difluoromethoxyaniline). Isolated yield 22.3%. Reaction SMILES: [F:1][CH:2]([F:11])[O:3][C:4]1[CH:10]=[CH:9][C:7]([NH2:8])=[CH:6][CH:5]=1.[I:12]Cl.O>CC(O)=O>[I:12][C:9]1[CH:10]=[C:4]([O:3][CH:2]([F:11])[F:1])[CH:5]=[CH:6][C:7]=1[NH2:8]. Reported procedure: A solution of 4-(difluoromethoxy)aniline (1.0 g, 6.30 mmol) in AcOH (6 mL) was heated to 60° C. and iodine monochloride (1.07 g, 6.6 mmol) in AcOH (15 mL) was added dropwise. The reaction mixture was then heated to 85° C. and stirred for 1.5 h. The reaction mixture was cooled to r.t. and poured into cold water and the resulting suspension filtered. The filtrate was concentrated in vacuo to give a dark brown oil. Purification by column chromatography (SiO2, 10-20% EtOAc/hexanes) gave the title co... The reactants are C(C)(C)NC1CCCCC1 (N-isopropylcyclohexylamine), C(CCC)[Li] (n-butyllithium), COC(CC1=CC=CC=C1)=O (phenylacetic acid methyl ester), ClC1=NC=C(C(=N1)Cl)CI (2,4-Dichloro-5-(iodomethyl)pyrimidine). The solvent is C(C)(=O)OCC (ethyl acetate), O1CCCC1 (tetrahydrofuran), O1CCCC1 (tetrahydrofuran), O1CCCC1 (tetrahydrofuran). Run at temperature -78 celsius, time 30 minute. Product: COC(C(CC=1C(=NC(=NC1)Cl)Cl)C1=CC=CC=C1)=O (3-(2,4-dichloro-pyrimidin-5-yl)-2-phenyl-propionic acid methyl ester). RXN SMILES: C(NC1CCCCC1)(C)C.C([Li])CCC.[CH3:16][O:17][C:18](=[O:26])[CH2:19][C:20]1[CH:25]=[CH:24][CH:23]=[CH:22][CH:21]=1.[Cl:27][C:28]1[N:33]=[C:32]([Cl:34])[C:31]([CH2:35]I)=[CH:30][N:29]=1>O1CCCC1.C(OCC)(=O)C>[CH3:16][O:17][C:18](=[O:26])[CH:19]([C:20]1[CH:21]=[CH:22][CH:23]=[CH:24][CH:25]=1)[CH2:35][C:31]1[C:32]([Cl:34])=[N:33][C:28]([Cl:27])=[N:29][CH:30]=1. Procedure: To a solution of N-isopropylcyclohexylamine (1.44 g, 10.0 mmol) (Aldrich) in dry tetrahydrofuran (20 mL) was added n-butyllithium (2.5 M in hexanes, 4.0 mL, 10.0 mmol) (Aldrich) at −78° C. under argon. After 30 minutes, a solution of phenylacetic acid methyl ester (1.50 g, 10.0 mmol) (Aldrich) in tetrahydrofuran (5 mL) was added by injection via a syringe and the reaction mixture was stirred at −78° C. for another 30 minutes. To the reaction mixture was added a solution of 2,4-dichloro-5-iodomet... Reactants: COC(=O)C1=NC=C(C=C1)O (5-hydroxy-pyridine-2-carboxylic acid methyl ester), C([O-])([O-])=O.[K+].[K+] (potassium carbonate), FC(COS(=O)(=O)C(F)(F)F)(C(F)(F)F)F (trifluoro-methanesulphonic acid 2,2,3,3,3-pentafluoropropyl ester). Yields the product COC(=O)C1=NC=C(C=C1)OCC(C(F)(F)F)(F)F (5-(2,2,3,3,3-pentafluoro-propoxy)-pyridine-2-carboxylic acid methyl ester). Reaction SMILES: [CH3:1][O:2][C:3]([C:5]1[CH:10]=[CH:9][C:8]([OH:11])=[CH:7][N:6]=1)=[O:4].C(=O)([O-])[O-].[K+].[K+].[F:18][C:19]([F:33])([C:29]([F:32])([F:31])[F:30])[CH2:20]OS(C(F)(F)F)(=O)=O>>[CH3:1][O:2][C:3]([C:5]1[CH:10]=[CH:9][C:8]([O:11][CH2:20][C:19]([F:33])([F:18])[C:29]([F:32])([F:31])[F:30])=[CH:7][N:6]=1)=[O:4] |f:1.2.3|. Reported procedure: In a manner analogous to that described in example 24 a), the alkylation of the 5-hydroxy-pyridine-2-carboxylic acid methyl ester with potassium carbonate and trifluoro-methanesulphonic acid 2,2,3,3,3-pentafluoropropyl ester yielded the 5-(2,2,3,3,3-pentafluoro-propoxy)-pyridine-2-carboxylic acid methyl ester as a light yellow oil. MS (ISP): m/z=285 [M]+. The reactants are FC1=CC(=NC=C1)C(=O)OC (methyl 4-fluoropicolinate), OO.NC(=O)N (urea hydrogen peroxide), FC(C(=O)OC(C(F)(F)F)=O)(F)F (trifluoroacetic anhydride), Cl (hydrochloric acid). Run in ClCCl (dichloromethane). Reaction conditions: time 2 hour. Product: CC=1C(=[N+](C=CC1F)[O-])C(=O)OC (methyl 4-fluoro-2-(methoxycarbonyl)pyridine 1-oxide). RXN SMILES: [F:1][C:2]1[CH:7]=[CH:6][N:5]=[C:4](C(OC)=O)[CH:3]=1.OO.NC(N)=[O:16].FC(F)(F)[C:20]([O:22][C:23](=[O:28])[C:24](F)(F)F)=O.Cl>ClCCl>[CH3:4][C:3]1[C:24]([C:23]([O:22][CH3:20])=[O:28])=[N+:5]([O-:16])[CH:6]=[CH:7][C:2]=1[F:1] |f:1.2|. Procedure details: To a solution of methyl 4-fluoropicolinate (2, 1 g, 6.45 mmol) in dichloromethane (30 mL) is added urea hydrogen peroxide (1.27 g, 13.54 mmol) and trifluoroacetic anhydride (1.79 mL, 12.9 mmol). The reaction is stirred at room temperature for 2 h. The resulting mixture is pour into 0.5 M hydrochloric acid and extracted with dichloromethane. The organic layer is washed with saturated aqueous sodium bicarbonate solution, dried over magnesium sulfate, filtered and concentrated. The crude is purifie... The reactants are [Li]CCCC, CCCCCC, CC12CCC3=C4CCC(=O)C=C4CCC3C1C=CC2=O, N#C[Cu], N, C1CCOC1. Yields the product CCCCC1CC(=O)C2(C)CCC3=C4CCC(=O)C=C4CCC3C12. As a reaction SMILES: [CH2:1]([CH2:2][CH2:3][CH3:4])[Li:5].[CH3:29][CH2:30][CH2:31][CH2:32][CH2:33][CH3:34].[CH3:9][C:10]12[C:11](=[O:28])[CH:12]=[CH:13][CH:14]1[CH:15]1[CH2:16][CH2:17][C:18]3=[CH:19][C:20](=[O:27])[CH2:21][CH2:22][C:23]3=[C:24]1[CH2:25][CH2:26]2.[Cu:6][C:7]#[N:8].[NH3:40].[O:35]1[CH2:36][CH2:37][CH2:38][CH2:39]1>>[CH2:1]([CH2:2][CH2:3][CH3:4])[CH:13]1[CH2:12][C:11](=[O:28])[C:10]2([CH3:9])[CH:14]1[CH:15]1[CH2:16][CH2:17][C:18]3=[CH:19][C:20](=[O:27])[CH2:21][CH2:22][C:23]3=[C:24]1[CH2:25][CH2:26]2. Starting materials: CC(C)(C)[Si](C)(C)OCC(COCc1ccccc1)Nc1c([N+](=O)[O-])cnc2ccccc12, CC#N. The product is CC(C)(C)[Si](C)(C)OCC(COCc1ccccc1)Nc1c(N)cnc2ccccc12. Reaction SMILES: [CH2:1]([c:2]1[cH:3][cH:4][cH:5][cH:6][cH:7]1)[O:8][CH2:9][CH:10]([CH2:11][O:12][Si:13]([CH3:14])([CH3:15])[C:16]([CH3:17])([CH3:18])[CH3:19])[NH:20][c:21]1[c:22]([N+:31]([O-:32])=[O:33])[cH:23][n:24][c:25]2[cH:26][cH:27][cH:28][cH:29][c:30]12.[CH3:34][C:35]#[N:36]>>[CH2:1]([c:2]1[cH:3][cH:4][cH:5][cH:6][cH:7]1)[O:8][CH2:9][CH:10]([CH2:11][O:12][Si:13]([CH3:14])([CH3:15])[C:16]([CH3:17])([CH3:18])[CH3:19])[NH:20][c:21]1[c:22]([NH2:31])[cH:23][n:24][c:25]2[cH:26][cH:27][cH:28][cH:29][c:30]12.